Dataset: the Open Reaction Database (ORD), a public repository of structured organic reaction records. Task: describe an organic reaction: reactants, conditions, products, and yield Reactants: C(C1=CC=CC=C1)OC1=CC(=C(C=C1)CC=1C(NNC1C(C)C)=O)OC1CCOCC1 (4-{[4-benzyloxy-2-(tetrahydro-4H-pyran-4-yloxy)phenyl]methyl}-1,2-dihydro-5-isopropyl-3H-pyrazol-3-one), C(C(C)(C)C)(=O)O[C@H]1[C@H](O[C@@H]([C@H]([C@@H]1OC(C(C)(C)C)=O)OC(C(C)(C)C)=O)COC(C(C)(C)C)=O)Br (2,3,4,6-tetra-O-pivaloyl-α-D-glucopyranosyl bromide), CC(=O)OC[C@@H]1[C@H]([C@@H]([C@H]([C@H](O1)Br)OC(=O)C)OC(=O)C)OC(=O)C (acetobromo-α-D-glucose). The product is C(C1=CC=CC=C1)OC1=CC(=C(C=C1)CC=1C(=NNC1C(C)C)O[C@H]1[C@H](OC(C(C)(C)C)=O)[C@@H](OC(C(C)(C)C)=O)[C@H](OC(C(C)(C)C)=O)[C@H](O1)COC(C(C)(C)C)=O)OC1CCOCC1 (4-{[4-Benzyloxy-2-(tetrahydro-4H-pyran-4-yloxy)phenyl]-methyl}-5-isopropyl-3-(2,3,4,6-tetra-O-pivaloyl-β-D-glucopyranosyloxy)-1H-pyrazole). RXN SMILES: [CH2:1]([O:8][C:9]1[CH:14]=[CH:13][C:12]([CH2:15][C:16]2[C:17](=[O:24])[NH:18][NH:19][C:20]=2[CH:21]([CH3:23])[CH3:22])=[C:11]([O:25][CH:26]2[CH2:31][CH2:30][O:29][CH2:28][CH2:27]2)[CH:10]=1)[C:2]1[CH:7]=[CH:6][CH:5]=[CH:4][CH:3]=1.[C:32]([O:38][C@@H:39]1[C@@H:44]([O:45][C:46](=[O:51])[C:47]([CH3:50])([CH3:49])[CH3:48])[C@H:43]([O:52][C:53](=[O:58])[C:54]([CH3:57])([CH3:56])[CH3:55])[C@@H:42]([CH2:59][O:60][C:61](=[O:66])[C:62]([CH3:65])([CH3:64])[CH3:63])[O:41][C@@H:40]1Br)(=[O:37])[C:33]([CH3:36])([CH3:35])[CH3:34].CC(OC[C@H]1O[C@H](Br)[C@H](OC(C)=O)[C@@H](OC(C)=O)[C@@H]1OC(C)=O)=O>>[CH2:1]([O:8][C:9]1[CH:14]=[CH:13][C:12]([CH2:15][C:16]2[C:17]([O:24][C@@H:40]3[O:41][C@H:42]([CH2:59][O:60][C:61](=[O:66])[C:62]([CH3:65])([CH3:64])[CH3:63])[C@@H:43]([O:52][C:53](=[O:58])[C:54]([CH3:55])([CH3:56])[CH3:57])[C@H:44]([O:45][C:46](=[O:51])[C:47]([CH3:48])([CH3:49])[CH3:50])[C@H:39]3[O:38][C:32](=[O:37])[C:33]([CH3:36])([CH3:34])[CH3:35])=[N:18][NH:19][C:20]=2[CH:21]([CH3:23])[CH3:22])=[C:11]([O:25][CH:26]2[CH2:31][CH2:30][O:29][CH2:28][CH2:27]2)[CH:10]=1)[C:2]1[CH:3]=[CH:4][CH:5]=[CH:6][CH:7]=1. Procedure: The title compound was prepared in a similar manner to that described in Reference Example 12 using 4-{[4-benzyloxy-2-(tetrahydro-4H-pyran-4-yloxy)phenyl]methyl}-1,2-dihydro-5-isopropyl-3H-pyrazol-3-one and 2,3,4,6-tetra-O-pivaloyl-α-D-glucopyranosyl bromide instead of 4-{[4-(2-benzyloxy-carbonyl-2-methylpropoxy)phenyl]methyl}-1,2-dihydro-5-isopropyl-3H-pyrazol-3-one and acetobromo-α-D-glucose, respectively. Reactants: OC1=CC=C(C=C1)NC(N(C)C)=O (4-Hydroxyphenyl-N,N-dimethylurea), C[O-].[Na+] (sodium methylate), OC1=CC=C(C=C1)NC(N(C)C)=O.[Na] (sodium 4-hydroxyphenyl-N,N-dimethylurea), ClC1=NC=CC(=N1)Cl (2,4-dichloropyrimidine). The solvent is CS(=O)C (dimethylsulfoxide), CO (methanol). Yields the product ClC1=NC=CC(=N1)OC1=CC=C(C=C1)NC(N(C)C)=O (N'-(4-((2-chloro-4-pyrimidinyl)oxy)phenyl)-N,N-dimethylurea). As a reaction SMILES: [OH:1][C:2]1[CH:7]=[CH:6][C:5]([NH:8][C:9](=[O:13])[N:10]([CH3:12])[CH3:11])=[CH:4][CH:3]=1.C[O-].[Na+].OC1C=CC(NC(=O)N(C)C)=CC=1.[Na].[Cl:31][C:32]1[N:37]=[C:36](Cl)[CH:35]=[CH:34][N:33]=1>CS(C)=O.CO>[Cl:31][C:32]1[N:37]=[C:36]([O:1][C:2]2[CH:3]=[CH:4][C:5]([NH:8][C:9](=[O:13])[N:10]([CH3:11])[CH3:12])=[CH:6][CH:7]=2)[CH:35]=[CH:34][N:33]=1 |f:1.2,3.4,^1:29|. Procedure details: 4-Hydroxyphenyl-N,N-dimethylurea (12.0 grams; 0.066 mole) was mixed with a solution of sodium methylate (prepared by mixing sodium metal (1.53 grams) in 55 milliliters (ml) of methanol) and the resulting sodium 4-hydroxyphenyl-N,N-dimethylurea solution added gradually over a period of about one hour to a solution of 2,4-dichloropyrimidine (9.94 grams; 0.066 mole) in 50 ml. of dimethylsulfoxide. During the addition, the reaction temperature rose from about 55°C. to a temperature from between abou... The reactants are C(CCC\C=C/C\C=C/C\C=C/C\C=C/C\C=C/CC)S ((5Z,8Z,11Z,14Z,17Z)-icosa-5,8,11,14,17-pentaene-1-thiol), [H-].[Na+] (NaH), BrC(C(=O)OCC)(CC)C (ethyl 2-bromo-2-methylbutyrate). Solvent: CN(C)C=O (DMF). Run at temperature 0 celsius, time 1.5 hour. The product is C(CCC\C=C/C\C=C/C\C=C/C\C=C/C\C=C/CC)SC(C(=O)OCC)(C)C (ethyl 2-((5Z,8Z,11Z,14Z,17Z)-icosa-5,8,11,14,17-pentaenylthio)-2-methylpropanoate). Yield: 90.0%. RXN SMILES: [CH2:1]([SH:21])[CH2:2][CH2:3][CH2:4]/[CH:5]=[CH:6]\[CH2:7]/[CH:8]=[CH:9]\[CH2:10]/[CH:11]=[CH:12]\[CH2:13]/[CH:14]=[CH:15]\[CH2:16]/[CH:17]=[CH:18]\[CH2:19][CH3:20].[H-].[Na+].Br[C:25]([CH3:33])([CH2:31]C)[C:26]([O:28][CH2:29][CH3:30])=[O:27]>CN(C=O)C>[CH2:1]([S:21][C:25]([CH3:33])([CH3:31])[C:26]([O:28][CH2:29][CH3:30])=[O:27])[CH2:2][CH2:3][CH2:4]/[CH:5]=[CH:6]\[CH2:7]/[CH:8]=[CH:9]\[CH2:10]/[CH:11]=[CH:12]\[CH2:13]/[CH:14]=[CH:15]\[CH2:16]/[CH:17]=[CH:18]\[CH2:19][CH3:20] |f:1.2|. Procedure: To a solution of (5Z,8Z,11Z,14Z,17Z)-icosa-5,8,11,14,17-pentaene-1-thiol (305 mg, 1.00 mmol) in dry DMF (10 mL) at 0° C. under inert atmosphere was added NaH (60% in mineral oil, 44 mg, 1.1 mmol). After fifteen minutes ethyl 2-bromo-2-methylbutyrate (154 μL, 1.05 mmol) was added and the mixture was stirred for 1.5 hour at 0° C. The reaction mixture was quenched by addition of sat. aq. NH4Cl (20 mL). Water (20 mL) and heptane (50 mL) were added and the phases were separated. The water phase was e... Reactants: CC(=O)O, CCC1C(=O)c2c(cc(OCC(=O)O)c(Cl)c2Cl)C1c1ccccc1, O, O=S(=O)(Cl)Cl. Yields the product CCC1(Cl)C(=O)c2c(cc(OCC(=O)O)c(Cl)c2Cl)C1c1ccccc1. Reaction SMILES: [CH3:32][C:33](=[O:34])[OH:35].[O:1]=[C:2]1[CH:3]([CH2:24][CH3:25])[CH:4]([c:18]2[cH:19][cH:20][cH:21][cH:22][cH:23]2)[c:5]2[cH:6][c:7]([O:13][CH2:14][C:15](=[O:16])[OH:17])[c:8]([Cl:12])[c:9]([Cl:11])[c:10]21.[OH2:31].[S:26]([Cl:27])(=[O:28])([Cl:29])=[O:30]>>[O:1]=[C:2]1[C:3]([CH2:24][CH3:25])([Cl:29])[CH:4]([c:18]2[cH:19][cH:20][cH:21][cH:22][cH:23]2)[c:5]2[cH:6][c:7]([O:13][CH2:14][C:15](=[O:16])[OH:17])[c:8]([Cl:12])[c:9]([Cl:11])[c:10]21. Reactants: CC(C)(C)OO, O=S1(=O)N2CN3CN1CP(C3)C2. The product is O=P12CN3CN(C1)S(=O)(=O)N(C3)C2. Reaction SMILES: [C:13]([CH3:15])([CH3:16])([O:17][OH:14])[CH3:18].[N:1]12[S:2](=[O:11])(=[O:12])[N:3]3[CH2:4][N:5]([CH2:6][P:7]([CH2:8]1)[CH2:9]3)[CH2:10]2>>[N:1]12[S:2](=[O:11])(=[O:12])[N:3]3[CH2:4][N:5]([CH2:6][P:7](=[O:17])([CH2:8]1)[CH2:9]3)[CH2:10]2. Starting materials: NC1=CC=C(C(=O)CCC(=O)O)C=C1 (β-(p-aminobenzoyl)-propionic acid), ClCC(=O)Cl (chloroacetyl chloride). Run in C1(=CC=CC=C1)C (toluene). The product is ClCC(=O)NC1=CC=C(C(=O)CCC(=O)O)C=C1 (β-(p-chloroacetylaminobenzoyl)-propionic acid). Isolated yield 90.4%. Reaction SMILES: [NH2:1][C:2]1[CH:14]=[CH:13][C:5]([C:6]([CH2:8][CH2:9][C:10]([OH:12])=[O:11])=[O:7])=[CH:4][CH:3]=1.[Cl:15][CH2:16][C:17](Cl)=[O:18]>C1(C)C=CC=CC=1>[Cl:15][CH2:16][C:17]([NH:1][C:2]1[CH:3]=[CH:4][C:5]([C:6]([CH2:8][CH2:9][C:10]([OH:12])=[O:11])=[O:7])=[CH:13][CH:14]=1)=[O:18]. Reported procedure: 20 g (103 millimoles) of β-(p-aminobenzoyl)-propionic acid and 12.9 g (114 millimoles) of chloroacetyl chloride, together with 200 ml of absolute toluene, are kept for 4 hours at 80° C. The product is filtered off at 10° C., washed with water and dried under reduced pressure at 50° C. 25.1 g (90% of theory) of β-(p-chloroacetylaminobenzoyl)-propionic acid are isolated as light brown crystals which, after recrystallization from acetone, melt at 184°-185° C.